From a dataset of the Open Reaction Database (ORD), a public repository of structured organic reaction records. describe an organic reaction: reactants, conditions, products, and yield The reactants are OC(c1ccc(Cl)cc1Cl)c1c[nH]c2ncc(Oc3ccccc3)cc12, C1CCOC1, O. Yields the product O=C(c1ccc(Cl)cc1Cl)c1c[nH]c2ncc(Oc3ccccc3)cc12. As a reaction SMILES: [Cl:1][c:2]1[c:3]([CH:9]([OH:10])[c:11]2[cH:12][nH:13][c:14]3[n:15][cH:16][c:17]([O:20][c:21]4[cH:22][cH:23][cH:24][cH:25][cH:26]4)[cH:18][c:19]23)[cH:4][cH:5][c:6]([Cl:8])[cH:7]1.[O:28]1[CH2:29][CH2:30][CH2:31][CH2:32]1.[OH2:27]>>[Cl:1][c:2]1[c:3]([C:9](=[O:10])[c:11]2[cH:12][nH:13][c:14]3[n:15][cH:16][c:17]([O:20][c:21]4[cH:22][cH:23][cH:24][cH:25][cH:26]4)[cH:18][c:19]23)[cH:4][cH:5][c:6]([Cl:8])[cH:7]1.